This data is from the Open Reaction Database (ORD), a public repository of structured organic reaction records. The task is: describe an organic reaction: reactants, conditions, products, and yield The reactants are CC(C)(C)O, Cc1nc[nH]c1CSCCN, CC#N, CSC(=C[N+](=O)[O-])SC. The product is CSC(=C[N+](=O)[O-])NCCSCc1[nH]cnc1C. Reaction SMILES: [C:21]([OH:22])([CH3:23])([CH3:24])[CH3:25].[CH3:1][c:2]1[n:3][cH:4][nH:5][c:6]1[CH2:7][S:8][CH2:9][CH2:10][NH2:11].[CH3:26][C:27]#[N:28].[N+:12](=[O:13])([O-:14])[CH:15]=[C:16]([S:17][CH3:18])[S:19][CH3:20]>>[CH3:1][c:2]1[n:3][cH:4][nH:5][c:6]1[CH2:7][S:8][CH2:9][CH2:10][NH:11][C:16](=[CH:15][N+:12](=[O:13])[O-:14])[S:17][CH3:18].